The task is: describe an organic reaction: reactants, conditions, products, and yield. This data is from the Open Reaction Database (ORD), a public repository of structured organic reaction records. Reactants: ClC=1C=C(C=CC1)S(=O)(=O)NC=1C2=C(NC(C1)=O)SC(=C2C2=CC(=CC=C2)OC)C (3-Chloro-N-{2-methyl-3-[3-(methyloxy)phenyl]-6-oxo-6,7-dihydrothieno[2,3-b]pyridin-4-yl}benzenesulfonamide), C1(=CC=CC=C1)P(=O)(Cl)Cl (phenylphosphonic dichloride). Run at time 30 minute. Product: ClC=1C=C(C=CC1)S(=O)(=O)NC1=C2C(=NC(=C1)Cl)SC(=C2C2=CC(=CC=C2)OC)C (3-Chloro-N-{6-chloro-2-methyl-3-[3-(methyloxy)phenyl]thieno[2,3-b]pyridin-4-yl}benzenesulfonamide). Yield: 23.7%. As a reaction SMILES: [Cl:1][C:2]1[CH:3]=[C:4]([S:8]([NH:11][C:12]2[C:13]3[C:21]([C:22]4[CH:27]=[CH:26][CH:25]=[C:24]([O:28][CH3:29])[CH:23]=4)=[C:20]([CH3:30])[S:19][C:14]=3[NH:15][C:16](=O)[CH:17]=2)(=[O:10])=[O:9])[CH:5]=[CH:6][CH:7]=1.C1(P(Cl)([Cl:39])=O)C=CC=CC=1>>[Cl:1][C:2]1[CH:3]=[C:4]([S:8]([NH:11][C:12]2[CH:17]=[C:16]([Cl:39])[N:15]=[C:14]3[S:19][C:20]([CH3:30])=[C:21]([C:22]4[CH:27]=[CH:26][CH:25]=[C:24]([O:28][CH3:29])[CH:23]=4)[C:13]=23)(=[O:9])=[O:10])[CH:5]=[CH:6][CH:7]=1. Reported procedure: A solution of 3-chloro-N-{2-methyl-3-[3-(methyloxy)phenyl]-6-oxo-6,7-dihydrothieno[2,3-b]pyridin-4-yl}benzenesulfonamide (Example 116) (150 mg, 0.325 mmol) in phenylphosphonic dichloride (1.5 mL, 10.72 mmol) was heated to 200° C. under a nitrogen atmosphere. The reaction mixture was cooled to RT, poured dropwise onto ice and left for ca. 30 min. The aqueous layer was extracted with DCM (ca. 25 mL×2), the combined organics passed through phase separator and the solvent removed in vacuo. The resid...